Dataset: the Open Reaction Database (ORD), a public repository of structured organic reaction records. Task: describe an organic reaction: reactants, conditions, products, and yield Reactants: CC(=O)N1CCN=C1Nc1cc(C)nn1-c1cccc(Cl)c1, CO, Cl. Yields the product Cl, Cc1cc(NC2=NCCN2)n(-c2cccc(Cl)c2)n1. RXN SMILES: [C:1](=[O:2])([CH3:3])[N:4]1[C:5]([NH:9][c:10]2[cH:11][c:12]([CH3:22])[n:13][n:14]2-[c:15]2[cH:16][c:17]([Cl:21])[cH:18][cH:19][cH:20]2)=[N:6][CH2:7][CH2:8]1.[CH3:24][OH:25].[ClH:23]>>[ClH:23].[N:4]1=[C:5]([NH:9][c:10]2[cH:11][c:12]([CH3:22])[n:13][n:14]2-[c:15]2[cH:16][c:17]([Cl:21])[cH:18][cH:19][cH:20]2)[NH:6][CH2:7][CH2:8]1. Reactants: C(C)OC(=O)C1(CCN(CC1)C(=O)OC(C)(C)C)CC=C (4-allylpiperidine-1,4-dicarboxylicacid-1-tert-butylester-4-ethyl ester). Reagents/catalysts: [Pd] (Pd/C). Solvent: C(C)O (ethanol). Yields the product C(C)OC(=O)C1(CCN(CC1)C(=O)OC(C)(C)C)CCC (4-propylpiperidine-1,4-dicarboxylic acid-1-tert-butyl ester-4-ethyl ester). Reaction SMILES: [CH2:1]([O:3][C:4]([C:6]1([CH2:19][CH:20]=[CH2:21])[CH2:11][CH2:10][N:9]([C:12]([O:14][C:15]([CH3:18])([CH3:17])[CH3:16])=[O:13])[CH2:8][CH2:7]1)=[O:5])[CH3:2]>C(O)C.[Pd]>[CH2:1]([O:3][C:4]([C:6]1([CH2:19][CH2:20][CH3:21])[CH2:11][CH2:10][N:9]([C:12]([O:14][C:15]([CH3:18])([CH3:17])[CH3:16])=[O:13])[CH2:8][CH2:7]1)=[O:5])[CH3:2]. Reported procedure: 5% Pd/C (0.6 g, 50% wet) is added to a stirred solution of 4-allylpiperidine-1,4-dicarboxylicacid-1-tert-butylester-4-ethyl ester (2.1 g, 0.007 mol) in ethanol (20 mL). Hydrogen gas is bubbled through the reaction mixture at room temperature for 20 minutes. Reaction mixture is filtered through celite bed and washed with methanol (3×5 mL). Combined filtrate is concentrated under reduced pressure to give 4-propylpiperidine-1,4-dicarboxylic acid-1-tert-butyl ester-4-ethyl ester. Starting materials: CC(C1OCC(C)(C)CO1)C1CCC2C3=CC=C4CC(O)C5OC5C4(C)C3CCC21C, CC(C1OCCO1)C1CCC2C3=CC=C4CC(O)C5OC5C4(C)C3CCC21C. Product: CC(C1OCCO1)C1CCC2C3=CC=C4CC(O)CC(O)C4(C)C3CCC21C. As a reaction SMILES: [CH3:29][C:30]1([CH3:31])[CH2:32][O:33][CH:34]([CH:35]([CH:36]2[C:37]3([CH3:38])[CH:39]([C:40]4=[CH:54][CH:53]=[C:46]5[C:44]([CH3:45])([CH:41]4[CH2:42][CH2:43]3)[CH:52]3[CH:50]([CH:48]([OH:49])[CH2:47]5)[O:51]3)[CH2:55][CH2:56]2)[CH3:57])[O:58][CH2:59]1.[O:1]1[CH:2]([CH:6]([CH3:7])[CH:8]2[CH2:9][CH2:10][CH:11]3[C:12]4=[CH:13][CH:14]=[C:15]5[CH2:16][CH:17]([OH:28])[CH:18]6[CH:19]([C:20]5([CH3:21])[CH:22]4[CH2:23][CH2:24][C:25]23[CH3:26])[O:27]6)[O:3][CH2:4][CH2:5]1>>[O:1]1[CH:2]([CH:6]([CH3:7])[CH:8]2[CH2:9][CH2:10][CH:11]3[C:12]4=[CH:13][CH:14]=[C:15]5[CH2:16][CH:17]([OH:28])[CH2:18][CH:19]([OH:27])[C:20]5([CH3:21])[CH:22]4[CH2:23][CH2:24][C:25]23[CH3:26])[O:3][CH2:4][CH2:5]1. Product: CCCCCCN(CCCCCC)S(=O)(=O)c1ccc2c(c1)sc(C)[n+]2C, Cc1ccc(S(=O)(=O)[O-])cc1. Reaction SMILES: [CH2:1]([CH2:2][CH2:3][CH2:4][CH2:5][CH3:6])[N:7]([S:8](=[O:9])(=[O:10])[c:11]1[cH:12][c:13]2[c:14]([n:15][c:16]([CH3:18])[s:17]2)[cH:19][cH:20]1)[CH2:21][CH2:22][CH2:23][CH2:24][CH2:25][CH3:26].[CH3:27][O:28][S:29](=[O:30])(=[O:31])[c:32]1[cH:33][cH:34][c:35]([CH3:38])[cH:36][cH:37]1.[CH3:39][CH2:40][CH2:41][CH2:42][CH2:43][CH3:44].[CH3:45][CH2:46][O:47][C:48](=[O:49])[CH3:50]>>[CH2:1]([CH2:2][CH2:3][CH2:4][CH2:5][CH3:6])[N:7]([S:8](=[O:9])(=[O:10])[c:11]1[cH:12][c:13]2[c:14]([n+:15]([CH3:27])[c:16]([CH3:18])[s:17]2)[cH:19][cH:20]1)[CH2:21][CH2:22][CH2:23][CH2:24][CH2:25][CH3:26].[O:28]=[S:29](=[O:30])([O-:31])[c:32]1[cH:33][cH:34][c:35]([CH3:38])[cH:36][cH:37]1. Reactants: CCCCCCN(CCCCCC)S(=O)(=O)c1ccc2nc(C)sc2c1, COS(=O)(=O)c1ccc(C)cc1, CCCCCC, CCOC(C)=O. Isolated yield 151.0%. The solvent is C(C)(=O)OCC (ethyl acetate). Reactants: N1(CCCCCC1)C(=O)N[C@H](C(=O)O)CC(C)C ((S)-2-[(Azepane-1-carbonyl)-amino]-4-methyl-pentanoic acid), COC([C@H](CC1=CC=C(C=C1)OC)N)=O (2(S)-amino-3-(4-methoxy-phenyl)-propionic acid methyl ester). Procedure details: A solution of the product from Example Z (2(S)-[(azepane-1-carbonyl)-amino]-4-methyl-pentanoic acid) (0.20 g, 0.78 mmol) and 2(S)-amino-3-(4-methoxy-phenyl)-propionic acid methyl ester (Bachem, 0.277 g, 0.86 mmol) were coupled according to the procedure described in Example 3. The residue was passed through a plug of silica gel eluting with ethyl acetate. The material obtained was purified by crystallization from hot hexane/ethyl acetate to give the title compound as a white solid (0.34 g, 83%),... Reaction SMILES: [N:1]1([C:8]([NH:10][C@@H:11]([CH2:15][CH:16]([CH3:18])[CH3:17])[C:12]([OH:14])=O)=[O:9])[CH2:7][CH2:6][CH2:5][CH2:4][CH2:3][CH2:2]1.[CH3:19][O:20][C:21](=[O:33])[C@@H:22]([NH2:32])[CH2:23][C:24]1[CH:29]=[CH:28][C:27]([O:30][CH3:31])=[CH:26][CH:25]=1>C(OCC)(=O)C>[CH3:19][O:20][C:21](=[O:33])[CH:22]([NH:32][C:12](=[O:14])[CH:11]([NH:10][C:8]([N:1]1[CH2:2][CH2:3][CH2:4][CH2:5][CH2:6][CH2:7]1)=[O:9])[CH2:15][CH:16]([CH3:18])[CH3:17])[CH2:23][C:24]1[CH:29]=[CH:28][C:27]([O:30][CH2:31][C:24]2[CH:29]=[CH:28][CH:27]=[CH:26][CH:25]=2)=[CH:26][CH:25]=1. Yields the product COC(C(CC1=CC=C(C=C1)OCC1=CC=CC=C1)NC(C(CC(C)C)NC(=O)N1CCCCCC1)=O)=O (2-{2-[(Azepane-1-carbonyl)-amino]-4-methyl-pentanoylamino}-3-(4-benzyloxy-phenyl)-propionic acid methyl ester). The reactants are COC(=O)C1CCN(CC1)C1=NC=C(C=C1N)Cl (3′-amino-5′-chloro-3,4,5,6-tetrahydro-2H-[1,2′]bipyridinyl-4-carboxylic acid methyl ester), ClC=1C=C(C(=O)Cl)C=CC1 (3-chlorobenzoyl chloride). The solvent is CO (methanol), C(C)#N (acetonitrile). Run at time 8 hour. Yields the product COC(=O)C1CCN(CC1)C1=NC=C(C=C1NC(C1=CC(=CC=C1)Cl)=O)Cl (5′-chloro-3′-(3-chloro-benzoylamino)-3,4,5,6-tetrahydro-2H-[1,2′]bipyridinyl-4-carboxylic acid methyl ester). The yield is 93.1%. RXN SMILES: [CH3:1][O:2][C:3]([CH:5]1[CH2:10][CH2:9][N:8]([C:11]2[C:16]([NH2:17])=[CH:15][C:14]([Cl:18])=[CH:13][N:12]=2)[CH2:7][CH2:6]1)=[O:4].[Cl:19][C:20]1[CH:21]=[C:22]([CH:26]=[CH:27][CH:28]=1)[C:23](Cl)=[O:24]>C(#N)C.CO>[CH3:1][O:2][C:3]([CH:5]1[CH2:10][CH2:9][N:8]([C:11]2[C:16]([NH:17][C:23](=[O:24])[C:22]3[CH:26]=[CH:27][CH:28]=[C:20]([Cl:19])[CH:21]=3)=[CH:15][C:14]([Cl:18])=[CH:13][N:12]=2)[CH2:7][CH2:6]1)=[O:4]. Reported procedure: To a solution of 0.45 g (1.7 mmol) of 3′-amino-5′-chloro-3,4,5,6-tetrahydro-2H-[1,2′]bipyridinyl-4-carboxylic acid methyl ester in acetonitrile (20 mL) is added 0.23 mL (1.0 mmol) of 3-chlorobenzoyl chloride. The mixture is stirred at room temperature overnight then concentrated under reduced pressure and the residue is taken up in water and extracted with ethyl acetate. The combined organic phase is washed with a 10% aqueous solution of sodium hydroxide followed by brine then dried over anhydro... Starting materials: CC(C)(C)OC(=O)N1CCCC1C(=O)N1CCC(O)CC1, CCN(CC)S(F)(F)F, ClCCl. Product: CC(C)(C)OC(=O)N1CCCC1C(=O)N1CCC(F)CC1. Reaction SMILES: [C:10]([CH3:11])([CH3:12])([CH3:13])[O:14][C:15](=[O:16])[N:17]1[CH:18]([C:22](=[O:23])[N:24]2[CH2:25][CH2:26][CH:27]([OH:30])[CH2:28][CH2:29]2)[CH2:19][CH2:20][CH2:21]1.[CH2:1]([N:2]([S:3]([F:4])([F:5])[F:7])[CH2:6][CH3:8])[CH3:9].[Cl:31][CH2:32][Cl:33]>>[F:7][CH:27]1[CH2:26][CH2:25][N:24]([C:22]([CH:18]2[N:17]([C:15]([O:14][C:10]([CH3:11])([CH3:12])[CH3:13])=[O:16])[CH2:21][CH2:20][CH2:19]2)=[O:23])[CH2:29][CH2:28]1.